This data is from the Open Reaction Database (ORD), a public repository of structured organic reaction records. The task is: describe an organic reaction: reactants, conditions, products, and yield Reactants: [Al+3], COc1ccccc1OC, [Cl-], [Cl-], [Cl-], O=C(Cl)C(=O)Cl, ClCCl, Cl, O=C(O)CCCCc1ccccc1. Product: COc1ccc(C(=O)CCCCc2ccccc2)cc1OC. Reaction SMILES: [Al+3:31].[CH3:20][O:21][c:22]1[cH:23][cH:24][cH:25][cH:26][c:27]1[O:28][CH3:29].[Cl-:30].[Cl-:32].[Cl-:33].[Cl:14][C:15]([C:16]([Cl:17])=[O:18])=[O:19].[Cl:35][CH2:36][Cl:37].[ClH:34].[c:1]1([CH2:7][CH2:8][CH2:9][CH2:10][C:11](=[O:12])[OH:13])[cH:2][cH:3][cH:4][cH:5][cH:6]1>>[c:1]1([CH2:7][CH2:8][CH2:9][CH2:10][C:11](=[O:13])[c:24]2[cH:23][c:22]([O:21][CH3:20])[c:27]([O:28][CH3:29])[cH:26][cH:25]2)[cH:2][cH:3][cH:4][cH:5][cH:6]1. Reactants: CO (methanol), Cl (HCl), FC=1C=C(C2=C(CC(O2)(C)C)C1)C(=O)NC1=CC=C(C=C1)CC(C(=O)OCC)C (ethyl 3-(4-(5-fluoro-2,2-dimethyl-2,3-dihydrobenzofuran-7-carboxamido)phenyl)-2-methylpropanoate), [OH-].[Li+] (Lithium hydroxide). The solvent is O (water), O1CCCC1 (tetrahydrofuran), CCOC(=O)C (EtOAc). Conditions: time 4 hour. Yields the product FC=1C=C(C2=C(CC(O2)(C)C)C1)C(=O)NC1=CC=C(C=C1)CC(C(=O)O)C (3-(4-(5-fluoro-2,2-dimethyl-2,3-dihydrobenzofuran-7-carboxamido)phenyl)-2-methylpropanoic acid). Reaction SMILES: [F:1][C:2]1[CH:3]=[C:4]([C:13]([NH:15][C:16]2[CH:21]=[CH:20][C:19]([CH2:22][CH:23]([CH3:29])[C:24]([O:26]CC)=[O:25])=[CH:18][CH:17]=2)=[O:14])[C:5]2[O:9][C:8]([CH3:11])([CH3:10])[CH2:7][C:6]=2[CH:12]=1.CO.[OH-].[Li+].Cl>O1CCCC1.CCOC(C)=O.O>[F:1][C:2]1[CH:3]=[C:4]([C:13]([NH:15][C:16]2[CH:21]=[CH:20][C:19]([CH2:22][CH:23]([CH3:29])[C:24]([OH:26])=[O:25])=[CH:18][CH:17]=2)=[O:14])[C:5]2[O:9][C:8]([CH3:10])([CH3:11])[CH2:7][C:6]=2[CH:12]=1 |f:2.3|. Procedure: 5-fluoro-2,2-dimethyl-2,3-dihydrobenzofuran-7-carboxylic acid (803) (Compound was prepared in a similar manner as that described for the synthesis of (735) (101.3 mg, 0.482 mmol) was dissolved in dichloromethane (4 mL) and ethyl 3-(4-aminophenyl)-2-methylpropanoate (646) (100 mg, 0.482 mmol), triethyl amine (0.4 mL, 2.89 mmol), and 1-propanephosphonic acid cyclic anhydride (0.34 mL, 0.58 mmol, 50% in ethyl acetate) were added and stirred overnight at room temperature. The reaction was purified i... Starting materials: N1(CCOCC1)C1=NC=C(C(=O)N)C(=C1)C1=C(C=CC=C1)C (6-morpholin-4-yl-4-o-tolyl-nicotinamide), Cl (HCl), C[O-].[Na+] (Sodium methoxide), BrN1C(CCC1=O)=O (N-bromosuccinimide). Run in ClCCl (dichloromethane), ClCCl (dichloromethane). Reaction conditions: temperature -5 celsius, time 18 hour. Yields the product COC(NC=1C=NC(=CC1C1=C(C=CC=C1)C)N1CCOCC1)=O ((6-morpholin-4-yl-4-o-tolyl-pyridin-3-yl)-carbamic acid methyl ester). Isolated yield 74.2%. As a reaction SMILES: [CH3:1][O-:2].[Na+].Br[N:5]1[C:9](=[O:10])CCC1=O.[N:12]1([C:18]2[CH:26]=[C:25]([C:27]3[CH:32]=[CH:31][CH:30]=[CH:29][C:28]=3[CH3:33])[C:21](C(N)=O)=[CH:20][N:19]=2)[CH2:17][CH2:16][O:15][CH2:14][CH2:13]1.Cl>ClCCl>[CH3:1][O:2][C:9](=[O:10])[NH:5][C:21]1[CH:20]=[N:19][C:18]([N:12]2[CH2:13][CH2:14][O:15][CH2:16][CH2:17]2)=[CH:26][C:25]=1[C:27]1[CH:32]=[CH:31][CH:30]=[CH:29][C:28]=1[CH3:33] |f:0.1|. Procedure details: 9.9 ml (53.7 mMol) Sodium methoxide solution (5.4 M in MeOH) were added over 15 minutes to a solution of 3.9 g (21.5 mMol) N-bromosuccinimide in 22.5 ml dichloromethane cooled to −5° C. The milky suspension was stirred at −5° C. for 18 hours, then, at the same temperature, a solution of 4.5 g (14 mMol) 6-morpholin-4-yl-4-o-tolyl-nicotinamide in 22.5 ml dichloromethane was added over 15 minutes. After 5 hours at 5° C., 33 ml (33 mMol) aqueous HCl 1N were added, the phases were separated, the orga...